The task is: describe an organic reaction: reactants, conditions, products, and yield. This data is from the Open Reaction Database (ORD), a public repository of structured organic reaction records. Starting materials: solution, C(CCC)[Li] (n-butyllithium), [Br-].FC=1C=CC(=C(C[P+](C2=CC=CC=C2)(C2=CC=CC=C2)C2=CC=CC=C2)C1)O ((5-fluoro-2-hydroxybenzyl)-(triphenyl)phosphonium bromide), C(=O)C(CCC1=CC=C(C(=O)OC)C=C1)CCC1=CC=C(C(=O)OC)C=C1 (dimethyl 4,4′-(3-formylpentane-1,5-diyl)dibenzoate), [Cl-].[NH4+] (ammonium chloride). Solvent: C1CCOC1 (THF), CCCCCC (hexane), C1CCOC1 (THF), O (water), C(C)(=O)OCC (ethyl acetate). Reaction conditions: time 45 minute. Product: FC=1C=CC(=C(C1)/C=C/C(CCC1=CC=C(C(=O)OC)C=C1)CCC1=CC=C(C=C1)C(=O)OC)O (Methyl 4-[(4E)-5-(5-fluoro-2-hydroxyphenyl)-3-{2-[4-(methoxycarbonyl)phenyl]ethyl}pent-4-en-1-yl]benzoate). RXN SMILES: C([Li])CCC.[Br-].[F:7][C:8]1[CH:9]=[CH:10][C:11]([OH:34])=[C:12]([CH:33]=1)[CH2:13][P+](C1C=CC=CC=1)(C1C=CC=CC=1)C1C=CC=CC=1.[CH:35]([CH:37]([CH2:50][CH2:51][C:52]1[CH:61]=[CH:60][C:55]([C:56]([O:58][CH3:59])=[O:57])=[CH:54][CH:53]=1)[CH2:38][CH2:39][C:40]1[CH:49]=[CH:48][C:43]([C:44]([O:46][CH3:47])=[O:45])=[CH:42][CH:41]=1)=O.[Cl-].[NH4+]>CCCCCC.C1COCC1.O.C(OCC)(=O)C>[F:7][C:8]1[CH:9]=[CH:10][C:11]([OH:34])=[C:12](/[CH:13]=[CH:35]/[CH:37]([CH2:38][CH2:39][C:40]2[CH:41]=[CH:42][C:43]([C:44]([O:46][CH3:47])=[O:45])=[CH:48][CH:49]=2)[CH2:50][CH2:51][C:52]2[CH:61]=[CH:60][C:55]([C:56]([O:58][CH3:59])=[O:57])=[CH:54][CH:53]=2)[CH:33]=1 |f:1.2,4.5|. Reported procedure: At 0° C., 2.95 ml (7.39 mmol) of a 2.5 M solution of n-butyllithium in hexane are slowly added dropwise to a solution of 1479 mg (3.2 mmol) of (5-fluoro-2-hydroxybenzyl)-(triphenyl)phosphonium bromide in 40 ml of THF. The reaction mixture is stirred at this temperature for another 45 min. At 0° C., 1080 mg (2.64 mmol) of dimethyl 4,4′-(3-formylpentane-1,5-diyl)dibenzoate in 10 ml of THF are then slowly metered in. The reaction solution is stirred at 0° C. for 5 h, saturated ammonium chloride sol... Starting materials: CCOC(=O)C(C)C(C)=O, CCO, Cl, Nc1ccc(F)cc1[N+](=O)[O-], [Na+], [Na+], O=[N+]([O-])[O-], [OH-], O. Product: CCOC(=O)C(C)=NNc1ccc(F)cc1[N+](=O)[O-]. Reaction SMILES: [CH3:18][CH:19]([C:20](=[O:21])[O:22][CH2:23][CH3:24])[C:25]([CH3:26])=[O:27].[CH3:31][CH2:32][OH:33].[ClH:12].[F:1][c:2]1[cH:3][c:4]([N+:9](=[O:10])[O-:11])[c:5]([NH2:6])[cH:7][cH:8]1.[Na+:13].[Na+:29].[O-:14][N+:15](=[O:16])[O-:17].[OH-:28].[OH2:30]>>[F:1][c:2]1[cH:3][c:4]([N+:9](=[O:10])[O-:11])[c:5]([NH:6][N:15]=[C:19]([CH3:18])[C:20](=[O:21])[O:22][CH2:23][CH3:24])[cH:7][cH:8]1.